The task is: describe an organic reaction: reactants, conditions, products, and yield. This data is from the Open Reaction Database (ORD), a public repository of structured organic reaction records. Starting materials: C1CCNCC1, COC(=O)C(Cc1ccc(Oc2ccc(C=O)cc2)cc1)NC(=O)OC(C)(C)C, Cc1ccccc1, O, O=C(O)c1ccccc1, O=C1CSC(=O)N1. Product: COC(=O)C(Cc1ccc(Oc2ccc(C=C3SC(=O)NC3=O)cc2)cc1)NC(=O)OC(C)(C)C. RXN SMILES: [CH2:39]1[CH2:40][CH2:41][NH:42][CH2:43][CH2:44]1.[CH3:1][O:2][C:3]([CH:4]([CH2:5][c:6]1[cH:7][cH:8][c:9]([O:12][c:13]2[cH:14][cH:15][c:16]([CH:19]=[O:20])[cH:17][cH:18]2)[cH:10][cH:11]1)[NH:21][C:22](=[O:23])[O:24][C:25]([CH3:26])([CH3:27])[CH3:28])=[O:29].[CH3:52][c:53]1[cH:54][cH:55][cH:56][cH:57][cH:58]1.[OH2:59].[OH:30][C:31]([c:32]1[cH:33][cH:34][cH:35][cH:36][cH:37]1)=[O:38].[S:45]1[C:46](=[O:51])[NH:47][C:48](=[O:50])[CH2:49]1>>[CH3:1][O:2][C:3]([CH:4]([CH2:5][c:6]1[cH:7][cH:8][c:9]([O:12][c:13]2[cH:14][cH:15][c:16]([CH:19]=[C:49]3[S:45][C:46](=[O:51])[NH:47][C:48]3=[O:50])[cH:17][cH:18]2)[cH:10][cH:11]1)[NH:21][C:22](=[O:23])[O:24][C:25]([CH3:26])([CH3:27])[CH3:28])=[O:29].